This data is from the Open Reaction Database (ORD), a public repository of structured organic reaction records. The task is: describe an organic reaction: reactants, conditions, products, and yield The reactants are C(C1=CC=CC=C1)N1CC(OCC1)C(CC1=C(C=CC=C1)OC)(O)C1=CC=CC=C1 (1-(4-Benzyl-morpholin-2-yl)-2-(2-methoxy-phenyl)-1-phenyl-ethanol), ClC1=C(CCl)C=CC=C1 (2-chlorobenzyl chloride). Product: C(C1=CC=CC=C1)N1CC(OCC1)C(CC1=C(C=CC=C1)Cl)(O)C1=CC=CC=C1 (1-(4-Benzyl-morpholin-2-yl)-2-(2-chloro-phenyl)-1-phenyl-ethanol). As a reaction SMILES: [CH2:1]([N:8]1[CH2:13][CH2:12][O:11][CH:10]([C:14]([C:25]2[CH:30]=[CH:29][CH:28]=[CH:27][CH:26]=2)([OH:24])[CH2:15][C:16]2[CH:21]=[CH:20][CH:19]=[CH:18][C:17]=2OC)[CH2:9]1)[C:2]1[CH:7]=[CH:6][CH:5]=[CH:4][CH:3]=1.[Cl:31]C1C=CC=CC=1CCl>>[CH2:1]([N:8]1[CH2:13][CH2:12][O:11][CH:10]([C:14]([C:25]2[CH:30]=[CH:29][CH:28]=[CH:27][CH:26]=2)([OH:24])[CH2:15][C:16]2[CH:21]=[CH:20][CH:19]=[CH:18][C:17]=2[Cl:31])[CH2:9]1)[C:2]1[CH:7]=[CH:6][CH:5]=[CH:4][CH:3]=1. Procedure: The procedure for the synthesis of example 1a, 1-(4-Benzyl-morpholin-2-yl)-2-(2-methoxy-phenyl)-1-phenyl-ethanol, was followed using 2-chlorobenzyl chloride (available from Aldrich Chemical Company) as starting material and making non-critical variations, to yield the title compound. FIA [M+H]+=408 and 410. The reactants are ClC1=NC=2C=CC=CC2C2=C1N=C(N2CCC2CCN(CC2)C(=O)OC(C)(C)C)C2=CC=CC=C2 (tert-butyl 4-[2-(4-chloro-2-phenyl-1H-imidazo-[4,5-c]quinolin-1-yl)ethyl]-1-piperidinecarboxylate), CN1CCNCC1 (N-methylpiperazine), C(O)([O-])=O.[Na+] (sodium hydrogencarbonate). Reaction conditions: temperature 80 celsius, time 6 hour. Yields the product CN1CCN(CC1)C1=NC=2C=CC=CC2C2=C1N=C(N2CCC2CCN(CC2)C(=O)OC(C)(C)C)C2=CC=CC=C2 (tert-Butyl 4-[2-[4-(4-methylpiperazin-1-yl)-2-phenyl-1H-imidazo[4,5-c]-quinolin-1-yl]ethyl]-1-piperidinecarboxylate). RXN SMILES: Cl[C:2]1[C:11]2[N:12]=[C:13]([C:30]3[CH:35]=[CH:34][CH:33]=[CH:32][CH:31]=3)[N:14]([CH2:15][CH2:16][CH:17]3[CH2:22][CH2:21][N:20]([C:23]([O:25][C:26]([CH3:29])([CH3:28])[CH3:27])=[O:24])[CH2:19][CH2:18]3)[C:10]=2[C:9]2[CH:8]=[CH:7][CH:6]=[CH:5][C:4]=2[N:3]=1.[CH3:36][N:37]1[CH2:42][CH2:41][NH:40][CH2:39][CH2:38]1.C(=O)([O-])O.[Na+]>>[CH3:36][N:37]1[CH2:42][CH2:41][N:40]([C:2]2[C:11]3[N:12]=[C:13]([C:30]4[CH:31]=[CH:32][CH:33]=[CH:34][CH:35]=4)[N:14]([CH2:15][CH2:16][CH:17]4[CH2:22][CH2:21][N:20]([C:23]([O:25][C:26]([CH3:27])([CH3:29])[CH3:28])=[O:24])[CH2:19][CH2:18]4)[C:10]=3[C:9]3[CH:8]=[CH:7][CH:6]=[CH:5][C:4]=3[N:3]=2)[CH2:39][CH2:38]1 |f:2.3|. Reported procedure: A mixture of 0.80 g of tert-butyl 4-[2-(4-chloro-2-phenyl-1H-imidazo-[4,5-c]quinolin-1-yl)ethyl]-1-piperidinecarboxylate and 1 ml of N-methylpiperazine was stirred at 80° C. for 6 hours. The reaction mixture was added with saturated aqueous sodium hydrogencarbonate solution and extracted with ethyl acetate. The extract was dried, and the solvent was evaporated. The residue was purified by alumina column chromatography using ethyl acetate—n-heptane (1:3 to 1:1) as eluting solvents, and washed wit...